This data is from the Open Reaction Database (ORD), a public repository of structured organic reaction records. The task is: describe an organic reaction: reactants, conditions, products, and yield Starting materials: CCOC(=O)c1cc2c(O)cccc2[nH]1, C1CCOC1, CC(C)C(C)O, CCOC(=O)N=NC(=O)OCC, c1ccc(P(c2ccccc2)c2ccccc2)cc1. Yields the product CCOC(=O)c1cc2c(OC(C)C(C)C)cccc2[nH]1. RXN SMILES: [CH2:13]([CH3:14])[O:15][C:16](=[O:17])[c:18]1[nH:19][c:20]2[cH:21][cH:22][cH:23][c:24]([OH:27])[c:25]2[cH:26]1.[CH2:53]1[O:54][CH2:55][CH2:56][CH2:57]1.[CH3:47][CH:48]([CH:49]([CH3:50])[OH:51])[CH3:52].[O:1]=[C:2]([O:3][CH2:4][CH3:5])[N:6]=[N:7][C:8]([O:9][CH2:10][CH3:11])=[O:12].[c:28]1([P:29]([c:30]2[cH:31][cH:32][cH:33][cH:34][cH:35]2)[c:36]2[cH:37][cH:38][cH:39][cH:40][cH:41]2)[cH:42][cH:43][cH:44][cH:45][cH:46]1>>[CH2:13]([CH3:14])[O:15][C:16](=[O:17])[c:18]1[nH:19][c:20]2[cH:21][cH:22][cH:23][c:24]([O:27][CH:49]([CH:48]([CH3:47])[CH3:52])[CH3:50])[c:25]2[cH:26]1. Starting materials: O=C1CCC2=C1NC(=C2)C(=O)OC (methyl 6-oxo-1,4,5,6-tetrahydrocyclopenta[b]pyrrole-2-carboxylate), COC=1C=C(C[Mg]Br)C=CC1 (3-methoxybenzylmagnesium bromide). The product is COC=1C=C(CC2CCC3=C2NC(=C3)C(=O)OC)C=CC1 (methyl 6-(3-methoxybenzyl)-1,4,5,6-tetrahydrocyclopenta[b]pyrrole-2-carboxylate), olefin. RXN SMILES: O=[C:2]1[C:6]2[NH:7][C:8]([C:10]([O:12][CH3:13])=[O:11])=[CH:9][C:5]=2[CH2:4][CH2:3]1.[CH3:14][O:15][C:16]1[CH:17]=[C:18]([CH:22]=[CH:23][CH:24]=1)[CH2:19][Mg]Br>>[CH3:14][O:15][C:16]1[CH:17]=[C:18]([CH:22]=[CH:23][CH:24]=1)[CH2:19][CH:2]1[C:6]2[NH:7][C:8]([C:10]([O:12][CH3:13])=[O:11])=[CH:9][C:5]=2[CH2:4][CH2:3]1. Procedure: The title compound was synthesized in two steps. First, methyl 6-oxo-1,4,5,6-tetrahydrocyclopenta[b]pyrrole-2-carboxylate (447 mg, 2.5 mmol) was reacted with 3-methoxybenzylmagnesium bromide (0.25 M in hexanes, 25 mL, 6.3 mmol) according to General Procedure 3 to give the exo olefin-containing compound (E)-methyl 6-(3-methoxybenzylidene)-1,4,5,6-tetrahydrocyclopenta[b]pyrrole-2-carboxylate, followed by hydrogenation (with 5% Pd/C) according to General Procedure 6, and was purified by chromatogra... Starting materials: COCC(=O)Cl (methoxyacetyl chloride), C(CC)C=1NC2=CC(=CC=C2C1)C(=O)OC (methyl 2-propylindole-6-carboxylate), solution, [Sn](Cl)(Cl)(Cl)Cl (tin(IV) chloride). Solvent: ClCCl (dichloromethane), ClCCl (dichloromethane). Conditions: temperature 20 celsius, time 30 minute. Yields the product COCC(=O)C1=C(NC2=CC(=CC=C12)C(=O)OC)CCC (methyl 3-methoxyacetyl-2-propylindole-6-carboxylate). As a reaction SMILES: [CH2:1]([C:4]1[NH:5][C:6]2[C:11]([CH:12]=1)=[CH:10][CH:9]=[C:8]([C:13]([O:15][CH3:16])=[O:14])[CH:7]=2)[CH2:2][CH3:3].[Sn](Cl)(Cl)(Cl)Cl.[CH3:22][O:23][CH2:24][C:25](Cl)=[O:26]>ClCCl>[CH3:22][O:23][CH2:24][C:25]([C:12]1[C:11]2[C:6](=[CH:7][C:8]([C:13]([O:15][CH3:16])=[O:14])=[CH:9][CH:10]=2)[NH:5][C:4]=1[CH2:1][CH2:2][CH3:3])=[O:26]. Procedure details: To a solution of methyl 2-propylindole-6-carboxylate (300 mg) in dichloromethane (10 ml) was added a 1M solution of tin(IV) chloride in dichloromethane (2.76 ml) at 20° C. The mixture was stirred at 20° C. for 30 minutes, then methoxyacetyl chloride (0.25 ml) was added. After stirred at 20° C. or 30 minutes, the mixture was partitioned between ethyl acetate and water. The organic layer was washed with water and brine, dried over magnesium sulfate, and evaporated in vacuo. The residue was chromat... Reactants: O=C1NC2=C(N1)C=CC=C2C(=O)OC (methyl 2-oxo-2,3-dihydro-1H-benzimidazole-4-carboxylate), P(=O)(Cl)(Cl)Cl (phosphoryl chloride). Run at temperature 120 celsius, time 2.5 hour. Yields the product ClC1=NC2=C(N1)C=CC=C2C(=O)OC (Methyl 2-chloro-1H-benzimidazole-4-carboxylate). As a reaction SMILES: O=[C:2]1[NH:6][C:5]2[CH:7]=[CH:8][CH:9]=[C:10]([C:11]([O:13][CH3:14])=[O:12])[C:4]=2[NH:3]1.P(Cl)(Cl)([Cl:17])=O>>[Cl:17][C:2]1[NH:6][C:5]2[CH:7]=[CH:8][CH:9]=[C:10]([C:11]([O:13][CH3:14])=[O:12])[C:4]=2[N:3]=1. Procedure details: A solution of methyl 2-oxo-2,3-dihydro-1H-benzimidazole-4-carboxylate (prepared as described in US2009/186879) (2.0 g) in phosphoryl chloride (18 mL) was stirred at 120° C. for 2.5 hours. Excessive phosphoryl chloride was removed under reduced pressure. To the residue was added saturated aqueous sodium bicarbonate under ice-cooling, and it was extracted with ethyl acetate. The ethyl acetate layer was dried over anhydrous magnesium sulfate and concentrated. The residue was purified on column chro... The reactants are CC(C)(C)OC(=O)N1CCCCC1CN, CCOCC, CCOCC, CCCCCC, Clc1nc2ccccc2s1. Product: CC(C)(C)OC(=O)N1CCCCC1CNc1nc2ccccc2s1. As a reaction SMILES: [C:1]([CH3:2])([CH3:3])([CH3:4])[O:5][C:6](=[O:7])[N:8]1[CH:9]([CH2:14][NH2:15])[CH2:10][CH2:11][CH2:12][CH2:13]1.[CH2:26]([O:27][CH2:28][CH3:29])[CH3:30].[CH2:37]([O:38][CH2:39][CH3:40])[CH3:41].[CH3:31][CH2:32][CH2:33][CH2:34][CH2:35][CH3:36].[Cl:16][c:17]1[s:18][c:19]2[c:20]([n:21]1)[cH:22][cH:23][cH:24][cH:25]2>>[C:1]([CH3:2])([CH3:3])([CH3:4])[O:5][C:6](=[O:7])[N:8]1[CH:9]([CH2:14][NH:15][c:17]2[s:18][c:19]3[c:20]([n:21]2)[cH:22][cH:23][cH:24][cH:25]3)[CH2:10][CH2:11][CH2:12][CH2:13]1. Reactants: N1(CCOCC1)C(=O)C=1C=CC(=C(OCC=2C=C(C(=O)OC(C)(C)C)C=CC2)C1)OCCCCC (t-Butyl 3-[5-(morpholine-4-carbonyl)-2-pentyloxyphenoxymethyl]-benzoate), FC(C(=O)O)(F)F (trifluoroacetic acid). Run in ClCCl (dichloromethane). Conditions: time 2 hour. Product: N1(CCOCC1)C(=O)C=1C=CC(=C(OCC=2C=C(C(=O)O)C=CC2)C1)OCCCCC (3-[5-(Morpholine-4-carbonyl)-2-pentyloxyphenoxymethyl]benzoic Acid). Isolated yield 93.0%. Reaction SMILES: [N:1]1([C:7]([C:9]2[CH:10]=[CH:11][C:12]([O:30][CH2:31][CH2:32][CH2:33][CH2:34][CH3:35])=[C:13]([CH:29]=2)[O:14][CH2:15][C:16]2[CH:17]=[C:18]([CH:26]=[CH:27][CH:28]=2)[C:19]([O:21]C(C)(C)C)=[O:20])=[O:8])[CH2:6][CH2:5][O:4][CH2:3][CH2:2]1.FC(F)(F)C(O)=O>ClCCl>[N:1]1([C:7]([C:9]2[CH:10]=[CH:11][C:12]([O:30][CH2:31][CH2:32][CH2:33][CH2:34][CH3:35])=[C:13]([CH:29]=2)[O:14][CH2:15][C:16]2[CH:17]=[C:18]([CH:26]=[CH:27][CH:28]=2)[C:19]([OH:21])=[O:20])=[O:8])[CH2:6][CH2:5][O:4][CH2:3][CH2:2]1. Reported procedure: To a solution of the compound obtained in Example 5 (0.17 g; 0.35 mmol) in dichloromethane (17 ml) is added trifluoroacetic acid (3.4 ml) and the medium is stirred at room temperature for 2 hours. After evaporating to dryness, the residue is crystallized from pentane. The powder is filtered off by suction and dried (0.14 g; 93% yield).